This data is from the Open Reaction Database (ORD), a public repository of structured organic reaction records. The task is: describe an organic reaction: reactants, conditions, products, and yield The reactants are Cl[Sn]Cl (SnCl2), FC1=CC=C(C=C1)C(=C)N1CCCC1 ([1-(4-fluorophenyl)vinyl]pyrrolidine), FC1=CC=C(C=C1)C(C)=O (4′-fluoroacetophenone), N1CCCC1 (pyrrolidine), CC1=NC(=C(C(=N1)Cl)[N+](=O)[O-])Cl (2-methyl-4,6-dichloro-5-nitropyrimidine), C(C)(C)N(C(C)C)CC (N,N-diisopropylethylamine), CC1NCCCC1 (2-methylpiperidine), Cl[Sn]Cl (SnCl2). The reagents and catalysts are Cl[Ti](Cl)(Cl)Cl (TiCl4). Solvent: CN(C)C=O (DMF), CCN(CC)CC (NEt3). Run at temperature 140 celsius, time 16 hour. The product is FC1=CC=C(C=C1)C=1C=C2NC(=NC(=C2N1)N1C(CCCC1)C)C (6-(4-fluorophenyl)-2-methyl-4-(2-methylpiperidyl)pyrrolo[3,2-d]pyrimidine). Isolated yield 24.0%. Reaction SMILES: [F:1][C:2]1[CH:7]=[CH:6][C:5]([C:8]([N:10]2[CH2:14][CH2:13][CH2:12]C2)=C)=[CH:4][CH:3]=1.FC1C=CC(C(=O)C)=CC=1.N1CCCC1.[CH3:30][C:31]1[N:36]=C(Cl)C([N+]([O-])=O)=[C:33](Cl)[N:32]=1.C(N(CC)C(C)C)(C)C.[CH3:51][CH:52]1[CH2:57][CH2:56][CH2:55][CH2:54][NH:53]1.Cl[Sn]Cl>CN(C=O)C.Cl[Ti](Cl)(Cl)Cl.CCN(CC)CC>[F:1][C:2]1[CH:3]=[CH:4][C:5]([C:8]2[CH:12]=[C:13]3[C:14]([N:10]=2)=[C:33]([N:53]2[CH2:54][CH2:55][CH2:56][CH2:57][CH:52]2[CH3:51])[N:32]=[C:31]([CH3:30])[NH:36]3)=[CH:6][CH:7]=1. Procedure details: Using the method described in Example 30 by employing [1-(4-fluorophenyl)vinyl]pyrrolidine (freshly prepared before use from 4′-fluoroacetophenone (Aldrich Chemical Company), pyrrolidine and TiCl4 (2.17 g, 11.4 mmol), 2-methyl-4,6-dichloro-5-nitropyrimidine (Example 76(b)) (2.42 g, 11.4 mmol), N,N-diisopropylethylamine (2.0 mL, 11.4 mmol), 2-methylpiperidine (2.1 mL, 18.2 mmol), NEt3 (2.0 mL) and SnCl2 (34 mL of a 2 M soln in DMF). In this example the SnCl2 solution was added to the reaction mix... Starting materials: NC1=CC=C(C(=C1C(=O)OC)O)Br (methyl 6-amino-3-bromo-2-hydroxybenzoate), C(=O)C=1OC=CC1B1OC(C)(C)C(C)(C)O1 (2-formylfuran-3-boronic acid pinacol ester), F[B-](F)(F)F.C(C)(C)(C)[PH+](C(C)(C)C)C(C)(C)C (tri-tert-butylphosphonium tetrafluoroborate), C([O-])([O-])=O.[Cs+].[Cs+] (cesium carbonate). The reagents and catalysts are C=1C=CC(=CC1)/C=C/C(=O)/C=C/C2=CC=CC=C2.C=1C=CC(=CC1)/C=C/C(=O)/C=C/C2=CC=CC=C2.C=1C=CC(=CC1)/C=C/C(=O)/C=C/C2=CC=CC=C2.[Pd].[Pd] (tris-(dibenzylideneacetone)dipalladium). Run in C(C)(=O)OCC (ethyl acetate), O (water), O1CCOCC1 (dioxane), O (water). Reaction conditions: temperature 65 celsius. The product is NC1=CC=C(C(=C1C(=O)OC)O)C1=C(OC=C1)C=O (methyl 6-amino-3-(2-formylfuran-3-yl)-2-hydroxybenzoate). The yield is 88.0%. As a reaction SMILES: [NH2:1][C:2]1[C:7]([C:8]([O:10][CH3:11])=[O:9])=[C:6]([OH:12])[C:5](Br)=[CH:4][CH:3]=1.[CH:14]([C:16]1[O:17][CH:18]=[CH:19][C:20]=1B1OC(C)(C)C(C)(C)O1)=[O:15].F[B-](F)(F)F.C([PH+](C(C)(C)C)C(C)(C)C)(C)(C)C.C(=O)([O-])[O-].[Cs+].[Cs+]>O1CCOCC1.O.C(OCC)(=O)C.C1C=CC(/C=C/C(/C=C/C2C=CC=CC=2)=O)=CC=1.C1C=CC(/C=C/C(/C=C/C2C=CC=CC=2)=O)=CC=1.C1C=CC(/C=C/C(/C=C/C2C=CC=CC=2)=O)=CC=1.[Pd].[Pd]>[NH2:1][C:2]1[C:7]([C:8]([O:10][CH3:11])=[O:9])=[C:6]([OH:12])[C:5]([C:20]2[CH:19]=[CH:18][O:17][C:16]=2[CH:14]=[O:15])=[CH:4][CH:3]=1 |f:2.3,4.5.6,10.11.12.13.14|. Procedure: A mixture of methyl 6-amino-3-bromo-2-hydroxybenzoate (prepared according to Wang et al, Bioorg Med Chem Lett, 2007, 17, 2817; 1.84 g), 2-formylfuran-3-boronic acid pinacol ester (1.99 g), tri-tert-butylphosphonium tetrafluoroborate (0.218 g), cesium carbonate (7.33 g) and tris-(dibenzylideneacetone)dipalladium (0.343 g) in dioxane (75 mL) and water (9.4 mL) was heated at 65° C., under nitrogen, for 1 hour. After cooling, the mixture was diluted with ethyl acetate and water and the organic layer...